This data is from the Open Reaction Database (ORD), a public repository of structured organic reaction records. The task is: describe an organic reaction: reactants, conditions, products, and yield Reactants: CC(CCC#N)C (4-methylpentanenitrile), C(C)#N (acetonitrile), C(C(C)C)C=1C(=NOC1NC(OCC=C)=O)C=1C=C2C=CN=CC2=CC1 (allyl 4-isobutyl-3-(isoquinolin-6-yl)isoxazol-5-ylcarbamate), C1=NC=CC2=CC(=CC=C12)C1=NOC(=C1)NC(OCC=C)=O (allyl 3-(isoquinolin-6-yl)isoxazol-5-ylcarbamate). Product: N[C@H](CNC1=C(C(=NO1)C=1C=C2C=CN=CC2=CC1)CC(C)C)CC1=CNC2=CC=CC=C12 (N-((S)-2-Amino-3-(1H-indol-3-yl)propyl)-4-isobutyl-3-(isoquinolin-6-yl)isoxazol-5-amine). Reaction SMILES: [CH3:1][CH:2]([CH3:7])[CH2:3][CH2:4][C:5]#[N:6].[CH2:8]([C:12]1[C:13]([C:24]2[CH:25]=[C:26]3[C:31](=[CH:32][CH:33]=2)[CH:30]=[N:29][CH:28]=[CH:27]3)=[N:14][O:15][C:16]=1[NH:17][C:18](=O)OCC=C)[CH:9]([CH3:11])[CH3:10].C1C2[C:38](=CC(C3C=C(NC(=O)OCC=C)ON=3)=CC=2)[CH:37]=[CH:36]N=1.[C:56](#[N:58])C>>[NH2:6][C@@H:5]([CH2:4][C:3]1[C:2]2[C:7](=[CH:36][CH:37]=[CH:38][CH:1]=2)[NH:58][CH:56]=1)[CH2:18][NH:17][C:16]1[O:15][N:14]=[C:13]([C:24]2[CH:25]=[C:26]3[C:31](=[CH:32][CH:33]=2)[CH:30]=[N:29][CH:28]=[CH:27]3)[C:12]=1[CH2:8][CH:9]([CH3:11])[CH3:10]. Reported procedure: This compound was synthesized in an analogous manner to Example 32 but using 4-methylpentanenitrile (commercially available from TCI America Organic Chemicals Order Number M0458) instead of acetonitrile in the preparation of allyl 4-isobutyl-3-(isoquinolin-6-yl)isoxazol-5-ylcarbamate according to Scheme 6 instead of allyl 3-(isoquinolin-6-yl)isoxazol-5-ylcarbamate. MS m/z: 440 (M+1); 1H NMR (400 MHz, CD3OD) δ ppm 9.73 (s, 1H), 8.61 (d, J=6.65 Hz, 1H), 8.53-8.57 (m, 1H), 8.43 (s, 2H), 8.15 (dd, J...